describe an organic reaction: reactants, conditions, products, and yield From a dataset of the Open Reaction Database (ORD), a public repository of structured organic reaction records. The reactants are N=C(c1ccccc1)c1ccccc1, CCOC(=O)c1cnc2cc(Cl)ccc2c1, CC(C)(C)[O-], Cc1ccccc1, CCOC(C)=O, [Na+], O=C(C=Cc1ccccc1)C=Cc1ccccc1, O=C(C=Cc1ccccc1)C=Cc1ccccc1, O=C(C=Cc1ccccc1)C=Cc1ccccc1, [Pd], [Pd]. Yields the product CCOC(=O)c1cnc2cc(N=C(c3ccccc3)c3ccccc3)ccc2c1. As a reaction SMILES: [C:23]([c:24]1[cH:25][cH:26][cH:27][cH:28][cH:29]1)([c:30]1[cH:31][cH:32][cH:33][cH:34][cH:35]1)=[NH:36].[CH2:1]([CH3:2])[O:3][C:4](=[O:5])[c:6]1[cH:7][n:8][c:9]2[cH:10][c:11]([Cl:16])[cH:12][cH:13][c:14]2[cH:15]1.[CH3:17][C:18]([CH3:19])([O-:20])[CH3:21].[CH3:37][c:38]1[cH:39][cH:40][cH:41][cH:42][cH:43]1.[CH3:44][CH2:45][O:46][C:47](=[O:48])[CH3:49].[Na+:22].[O:52]=[C:53]([CH:54]=[CH:55][c:56]1[cH:57][cH:58][cH:59][cH:60][cH:61]1)[CH:62]=[CH:63][c:64]1[cH:65][cH:66][cH:67][cH:68][cH:69]1.[O:70]=[C:71]([CH:72]=[CH:73][c:74]1[cH:75][cH:76][cH:77][cH:78][cH:79]1)[CH:80]=[CH:81][c:82]1[cH:83][cH:84][cH:85][cH:86][cH:87]1.[O:88]=[C:89]([CH:90]=[CH:91][c:92]1[cH:93][cH:94][cH:95][cH:96][cH:97]1)[CH:98]=[CH:99][c:100]1[cH:101][cH:102][cH:103][cH:104][cH:105]1.[Pd:50].[Pd:51]>>[CH2:1]([CH3:2])[O:3][C:4](=[O:5])[c:6]1[cH:7][n:8][c:9]2[cH:10][c:11]([N:36]=[C:23]([c:24]3[cH:25][cH:26][cH:27][cH:28][cH:29]3)[c:30]3[cH:31][cH:32][cH:33][cH:34][cH:35]3)[cH:12][cH:13][c:14]2[cH:15]1. The reactants are 2-(S)-tbutoxycarbonylamino-3-[4′-(1″-tbutoxycarbonyl-1″-methyl)ethyl]benzene, C(CC)(=O)O (propanoic acid), C1=CC2=C(N=C1)N(N=N2)O (HOAT), COC1=CC=C(CN2C(C(=C(C(=C2)Br)C)N)=O)C=C1 (1-(4-methoxybenzyl)-5-bromo-4-methyl-3-amino-2-pyridone), C(CCl)Cl (EDC). Run in C(Cl)Cl (methylene chloride), CN(C)C=O (DMF). Conditions: time 8 hour. The product is 1-[2′-(S)-tbutoxycarbonylamino-)′-[4″-(1′″-tbutoxycarbonyl-1′″-methyl)ethyl]benzene, C(CC)(=O)NC=1C(N(C=C(C1C)Br)CC1=CC=C(C=C1)OC)=O (propanoylamino-5-bromo-1-(4-methoxybenzyl)-4-methyl-2-pyridone). Isolated yield 44.3%. RXN SMILES: [C:1](O)(=[O:4])[CH2:2][CH3:3].C1C=NC2N(O)N=NC=2C=1.[CH3:16][O:17][C:18]1[CH:34]=[CH:33][C:21]([CH2:22][N:23]2[CH:28]=[C:27]([Br:29])[C:26]([CH3:30])=[C:25]([NH2:31])[C:24]2=[O:32])=[CH:20][CH:19]=1.C(Cl)CCl>C(Cl)Cl.CN(C=O)C>[C:1]([NH:31][C:25]1[C:24](=[O:32])[N:23]([CH2:22][C:21]2[CH:33]=[CH:34][C:18]([O:17][CH3:16])=[CH:19][CH:20]=2)[CH:28]=[C:27]([Br:29])[C:26]=1[CH3:30])(=[O:4])[CH2:2][CH3:3]. Procedure details: To a solution of 2-(S)-tbutoxycarbonylamino-3-[4′-(1″-tbutoxycarbonyl-1″-methyl)ethyl]benzene]propanoic acid (3.20 g, 7.88 mmol) in methylene chloride (20 ml,) and DMF (5 mL) at 0° C. were added HOAT (1.07 g) and 1-(4-methoxybenzyl)-5-bromo-4-methyl-3-amino-2-pyridone (2.80 g, 8.67 mmol). EDC (1.66 g) and TMP (1.04 mL) were added, and the mixture was stirred coming to rt overnight. The methylene chloride was evaporated and DMF (25 mL) was added. Additional EDC (0.80 ;), HOAT (0.50 g) and TMP (0.... Solvent: CO (methanol). Starting materials: Cl.C(CCCC)[C@@H]1CC[C@H](CC1)C(=N)N (trans-4-pentylcyclohexanecarboxamidine hydrochloride), COC(C(=O)OC)C(=O)OC (dimethyl methoxymalonate), C[O-].[Na+] (sodium methylate), Cl (hydrochloric acid). The product is C(CCCC)[C@@H]1CC[C@H](CC1)C1=NC(=C(C(=N1)O)OC)O (2-(trans-4-pentylcyclohexyl)-4,6-dihydroxy-5-methoxypyrimidine). Isolated yield 76.7%. Procedure: This trans-4-pentylcyclohexanecarboxamidine hydrochloride (69 g, 0.30 mol) and dimethyl methoxymalonate (48 g, 0.30 mol) were added to a solution of sodium methylate (56 g, 1.0 mol) dissolved in anhydrous methanol (1 l), followed by heating the mixture under reflux with stirring for 5 hours, thereafter cooling the resulting material, mixing it with 6N-hydrochloric acid (500 ml), agitating the mixed liquid at room temperature for 20 minutes, filtering the liquid under suction through a filter, wa... Reaction SMILES: Cl.[CH2:2]([C@H:7]1[CH2:12][CH2:11][C@H:10]([C:13]([NH2:15])=[NH:14])[CH2:9][CH2:8]1)[CH2:3][CH2:4][CH2:5][CH3:6].[CH3:16][O:17][CH:18]([C:23](OC)=[O:24])[C:19](OC)=[O:20].C[O-].[Na+].Cl>CO>[CH2:2]([C@H:7]1[CH2:8][CH2:9][C@H:10]([C:13]2[N:15]=[C:23]([OH:24])[C:18]([O:17][CH3:16])=[C:19]([OH:20])[N:14]=2)[CH2:11][CH2:12]1)[CH2:3][CH2:4][CH2:5][CH3:6] |f:0.1,3.4|. Reaction conditions: time 5 hour.